From a dataset of the Open Reaction Database (ORD), a public repository of structured organic reaction records. describe an organic reaction: reactants, conditions, products, and yield The yield is 72.5%. The product is C1(CCCCC1)OC1=CC=C2C(=C(C(OC2=C1)=O)C(=O)N[C@H](C(=O)O)C)O (2-(S)-[(7-Cyclohexyloxy-4-hydroxy-2-oxo-2H-chromene-3-carbonyl)-amino]-propionic acid). Reaction SMILES: CO[C:3]([C:5]1[C:6](=[O:23])[O:7][C:8]2[C:13]([C:14]=1[OH:15])=[CH:12][CH:11]=[C:10]([O:16][CH:17]1[CH2:22][CH2:21][CH2:20][CH2:19][CH2:18]1)[CH:9]=2)=[O:4].[NH2:24][C@H:25]([C:27]([OH:29])=[O:28])[CH3:26].C[O-].[Na+]>COCCO>[CH:17]1([O:16][C:10]2[CH:9]=[C:8]3[C:13]([C:14]([OH:15])=[C:5]([C:3]([NH:24][C@@H:25]([CH3:26])[C:27]([OH:29])=[O:28])=[O:4])[C:6](=[O:23])[O:7]3)=[CH:12][CH:11]=2)[CH2:22][CH2:21][CH2:20][CH2:19][CH2:18]1 |f:2.3|. Run in COCCO (2-methoxyethanol). Procedure: A mixture of 7-cyclohexyloxy-4-hydroxy-2-oxo-2H-chromene-3-carboxylic acid methyl ester (80 mg, 0.25 mmol), L-alanine (224 mg, 2.5 mmol) and sodium methoxide (108 mg, 2 mmol) in 2-methoxyethanol (3.5 mL) was microwaved at 150° C. for 2 h and then concentrated. Residue was dissolved in water (70 mL) and extracted with (1/1) EtOAc/hexanes which was discarded. The aqueous layer was acidified using 1 N HCl to pH=3-4 and extracted with EtOAc (2×). Combined organic layers were washed with brine, dried... Reactants: COC(=O)C=1C(OC2=CC(=CC=C2C1O)OC1CCCCC1)=O (7-cyclohexyloxy-4-hydroxy-2-oxo-2H-chromene-3-carboxylic acid methyl ester), N[C@@H](C)C(=O)O (L-alanine), C[O-].[Na+] (sodium methoxide). Reactants: Clc1ccc2c(Cl)ccnc2c1, NCCCN1CCCC1. The product is Clc1ccc2c(NCCCN3CCCC3)ccnc2c1. Reaction SMILES: [Cl:1][c:2]1[cH:3][cH:4][n:5][c:6]2[cH:7][c:8]([Cl:12])[cH:9][cH:10][c:11]12.[N:13]1([CH2:18][CH2:19][CH2:20][NH2:21])[CH2:14][CH2:15][CH2:16][CH2:17]1>>[c:2]1([NH:21][CH2:20][CH2:19][CH2:18][N:13]2[CH2:14][CH2:15][CH2:16][CH2:17]2)[cH:3][cH:4][n:5][c:6]2[cH:7][c:8]([Cl:12])[cH:9][cH:10][c:11]12. The reactants are C(C1=CC=CC=C1)OC=1C=C(C=CC1)C(NC(CC1CCCCC1)=O)C1=NC=CN=C1Cl (N-[(3-Benzyloxyphenyl)-(3-chloropyrazin-2-yl)-methyl]-2-cyclohexyl-acetamide), C(C1=CC=CC=C1)OC=1C=C(C=CC1)C(C1=NC=CN=C1Cl)NC(=O)C1CCC1 (Cyclobutanecarboxylic Acid [(3-benzyloxy-phenyl)-(3-chloro-pyrazin-2-yl)-methyl]Amide). Yields the product C(C1=CC=CC=C1)OC=1C=C(C=CC1)C=1N=C(N2C1C(=NC=C2)N)CC2CCCCC2 (1-(3-Benzyloxyphenyl)-3-cyclohexylmethylimidazo[1,5-a]pyrazin-8-ylamine). Reaction SMILES: [CH2:1]([O:8][C:9]1[CH:10]=[C:11]([CH:15]([C:26]2[C:31](Cl)=[N:30][CH:29]=[CH:28][N:27]=2)[NH:16][C:17](=O)[CH2:18][CH:19]2[CH2:24][CH2:23][CH2:22][CH2:21][CH2:20]2)[CH:12]=[CH:13][CH:14]=1)[C:2]1[CH:7]=[CH:6][CH:5]=[CH:4][CH:3]=1.C(OC1C=C(C(NC(C2CCC2)=O)C2C(Cl)=NC=C[N:49]=2)C=CC=1)C1C=CC=CC=1>>[CH2:1]([O:8][C:9]1[CH:10]=[C:11]([C:15]2[N:16]=[C:17]([CH2:18][CH:19]3[CH2:24][CH2:23][CH2:22][CH2:21][CH2:20]3)[N:27]3[CH:28]=[CH:29][N:30]=[C:31]([NH2:49])[C:26]=23)[CH:12]=[CH:13][CH:14]=1)[C:2]1[CH:7]=[CH:6][CH:5]=[CH:4][CH:3]=1. Procedure details: N-[(3-Benzyloxyphenyl)-(3-chloropyrazin-2-yl)-methyl]-2-cyclohexyl-acetamide: Prepared according to the procedures for Cyclobutanecarboxylic Acid [(3-benzyloxy-phenyl)-(3-chloro-pyrazin-2-yl)-methyl]Amide, White solid, 1H NMR (CDCl3, 400 MHz) δ 0.88-0.97 (m, 2H), 1.09-1.29 (m, 3H), 1.63-1.82 (m, 6H), 2.11 (d, 1H, J=7.2 Hz), 5.02 (s, 2H), 6.55 (d, 1H, J=7.6 Hz), 6.86-6.94 (m, 3H), 7.03 (d, 1H, J=7.6 Hz), 7.19-7.25 (m, 1H), 7.30-7.40 (m, 6H), 8.32 (d, 1H, J=2.0 Hz), 8.49 (d, 1H, J=2.0 Hz).